From a dataset of the Open Reaction Database (ORD), a public repository of structured organic reaction records. describe an organic reaction: reactants, conditions, products, and yield Starting materials: NC=1C=CC2=C3C=CC(=CC3=C(N=C2C1)N(C)C)N (3,8-diamino-6-dimethylaminophenanthridine), C(C)N(C=O)CC (N,N-diethylformamide), P(=O)(Cl)(Cl)Cl (phosphorus oxychloride), C(C)N(C=O)CC (N,N-diethylformamide). The solvent is CC(=O)C (acetone). Conditions: time 30 minute. Product: C(C)N(CC)C=NC=1C=CC2=C3C=CC(=CC3=C(N=C2C1)N(C)C)N=CN(CC)CC (3,8-Di-(N-diethylaminomethyleneamino)-6-dimethylaminophenanthridine). The yield is 71.0%. RXN SMILES: [NH2:1][C:2]1[CH:3]=[CH:4][C:5]2[C:14]([CH:15]=1)=[N:13][C:12]([N:16]([CH3:18])[CH3:17])=[C:11]1[C:6]=2[CH:7]=[CH:8][C:9]([NH2:19])=[CH:10]1.P(Cl)(Cl)(Cl)=O.[CH2:25]([N:27]([CH2:30][CH3:31])[CH:28]=O)[CH3:26]>CC(C)=O>[CH2:25]([N:27]([CH:28]=[N:1][C:2]1[CH:3]=[CH:4][C:5]2[C:14]([CH:15]=1)=[N:13][C:12]([N:16]([CH3:17])[CH3:18])=[C:11]1[C:6]=2[CH:7]=[CH:8][C:9]([N:19]=[CH:28][N:27]([CH2:30][CH3:31])[CH2:25][CH3:26])=[CH:10]1)[CH2:30][CH3:31])[CH3:26]. Procedure: A suspension of 3,8-diamino-6-dimethylaminophenanthridine (500 mg) in N,N-diethylformamide (2 ml) was added to a mixture of phosphorus oxychloride (1.5 ml) and N,N-diethylformamide (5 ml), the temperature of the mixture being kept at 5° C. The resulting mixture was stirred for 30 minutes at room temperature, heated at 75°-80° C. for 2 hours, cooled, and diluted with acetone. The precipitate formed was filtered off and dissolved in water. The pH of the clear solution was adjusted to a value of 9 ... Starting materials: FC1=C(C=C(C=C1)[N+](=O)[O-])CO ((2-fluoro-5-nitro-phenyl)-methanol), O1CCCC=C1 (dihydropyran). The reagents and catalysts are CC1=CC=C(C=C1)S(=O)(=O)[O-].C1=CC=[NH+]C=C1 (PPTS). Run in C(Cl)Cl (CH2Cl2). Run at time 8 hour. Yields the product FC1=C(COC2OCCCC2)C=C(C=C1)[N+](=O)[O-] (2-(2-fluoro-5-nitro-benzyloxy)-tetrahydro-pyran). Isolated yield 70.1%. As a reaction SMILES: [F:1][C:2]1[CH:7]=[CH:6][C:5]([N+:8]([O-:10])=[O:9])=[CH:4][C:3]=1[CH2:11][OH:12].[O:13]1[CH:18]=[CH:17][CH2:16][CH2:15][CH2:14]1>C(Cl)Cl.CC1C=CC(S([O-])(=O)=O)=CC=1.C1C=C[NH+]=CC=1>[F:1][C:2]1[CH:7]=[CH:6][C:5]([N+:8]([O-:10])=[O:9])=[CH:4][C:3]=1[CH2:11][O:12][CH:14]1[CH2:15][CH2:16][CH2:17][CH2:18][O:13]1 |f:3.4|. Procedure details: To a solution of 394A (1.8 g, 10.5 mmol) in CH2Cl2 (10 ml) was added dihydropyran (1.94 ml, 21.2 mmol) and PPTS (150 mg, 0.60 mmol). The reaction was stirred at rt overnight, washed with brine, concentrated, purified by silica gel flash column chromatography to give 394B (1.88 g, 70%) (100% CH2Cl2). The reactants are CC1(C)C2CCC1(CS(=O)(=O)O)C(=O)C2, O=C([O-])O, CC(C)O, N#CCCOc1cc(N2CCOCC2)ccc1Nc1nc(Cl)ncc1Cl, CC1(C)CCC(=O)Nc2cc(N)ccc21, [Na+], O. The product is CC1(C)CCC(=O)Nc2cc(Nc3ncc(Cl)c(Nc4ccc(N5CCOCC5)cc4OCCC#N)n3)ccc21. As a reaction SMILES: [C:42]12([CH2:43][S:44]([OH:45])(=[O:46])=[O:47])[C:48]([CH3:49])([CH3:50])[CH:51]([CH2:52][CH2:53]1)[CH2:54][C:55]2=[O:56].[C:57](=[O:58])([OH:59])[O-:60].[CH:62]([OH:63])([CH3:64])[CH3:65].[Cl:1][c:2]1[n:3][cH:4][c:5]([Cl:26])[c:6]([NH:8][c:9]2[c:10]([O:11][CH2:12][CH2:13][C:14]#[N:15])[cH:16][c:17]([N:20]3[CH2:21][CH2:22][O:23][CH2:24][CH2:25]3)[cH:18][cH:19]2)[n:7]1.[NH2:27][c:28]1[cH:29][cH:30][c:31]2[c:32]([cH:41]1)[NH:33][C:34](=[O:40])[CH2:35][CH2:36][C:37]2([CH3:38])[CH3:39].[Na+:61].[OH2:66]>>[c:2]1([NH:27][c:28]2[cH:29][cH:30][c:31]3[c:32]([cH:41]2)[NH:33][C:34](=[O:40])[CH2:35][CH2:36][C:37]3([CH3:38])[CH3:39])[n:3][cH:4][c:5]([Cl:26])[c:6]([NH:8][c:9]2[c:10]([O:11][CH2:12][CH2:13][C:14]#[N:15])[cH:16][c:17]([N:20]3[CH2:21][CH2:22][O:23][CH2:24][CH2:25]3)[cH:18][cH:19]2)[n:7]1. Reactants: CC(C)(C)[O-], CO, ClCCl, [K+], O=C1CCC([N+](=O)[O-])C(c2ccccc2)N1. Yields the product O=C1CCC(=O)C(c2ccccc2)N1. Reaction SMILES: [CH3:1][C:2]([CH3:3])([O-:4])[CH3:5].[CH3:26][OH:27].[Cl:23][CH2:24][Cl:25].[K+:6].[N+:7]([O-:8])(=[O:9])[CH:10]1[CH2:11][CH2:12][C:13](=[O:22])[NH:14][CH:15]1[c:16]1[cH:17][cH:18][cH:19][cH:20][cH:21]1>>[O:4]=[C:10]1[CH2:11][CH2:12][C:13](=[O:22])[NH:14][CH:15]1[c:16]1[cH:17][cH:18][cH:19][cH:20][cH:21]1.